This data is from the Open Reaction Database (ORD), a public repository of structured organic reaction records. The task is: describe an organic reaction: reactants, conditions, products, and yield The reactants are CCOC(=O)N=NC(=O)OCC, Cc1ccccc1, [N-]=[N+]=N, C1CCOC1, O=[N+]([O-])c1ccc(C2=NN=C(CO)Cc3cc4c(cc32)OCO4)cc1, c1ccc(P(c2ccccc2)c2ccccc2)cc1. The product is [N-]=[N+]=NCC1=NN=C(c2ccc([N+](=O)[O-])cc2)c2cc3c(cc2C1)OCO3. RXN SMILES: [CH2:48]([O:49][C:50]([N:51]=[N:52][C:53]([O:54][CH2:55][CH3:56])=[O:57])=[O:58])[CH3:59].[CH3:65][c:66]1[cH:67][cH:68][cH:69][cH:70][cH:71]1.[NH:45]=[N+:46]=[N-:47].[O:60]1[CH2:61][CH2:62][CH2:63][CH2:64]1.[OH:1][CH2:2][C:3]1=[N:4][N:5]=[C:6]([c:17]2[cH:18][cH:19][c:20]([N+:23](=[O:24])[O-:25])[cH:21][cH:22]2)[c:7]2[c:8]([cH:10][c:11]3[c:12]([cH:13]2)[O:14][CH2:15][O:16]3)[CH2:9]1.[c:26]1([P:27]([c:28]2[cH:29][cH:30][cH:31][cH:32][cH:33]2)[c:34]2[cH:35][cH:36][cH:37][cH:38][cH:39]2)[cH:40][cH:41][cH:42][cH:43][cH:44]1>>[CH2:2]([C:3]1=[N:4][N:5]=[C:6]([c:17]2[cH:18][cH:19][c:20]([N+:23](=[O:24])[O-:25])[cH:21][cH:22]2)[c:7]2[c:8]([cH:10][c:11]3[c:12]([cH:13]2)[O:14][CH2:15][O:16]3)[CH2:9]1)[N:45]=[N+:46]=[N-:47].